This data is from the Open Reaction Database (ORD), a public repository of structured organic reaction records. The task is: describe an organic reaction: reactants, conditions, products, and yield The reactants are C(C)O (ethanol), CO (methanol), C(C)(=O)N1C(/C(/CC1)=C/C1=CC(=C(C=C1)N1C=NC(=C1)C)OC)=O ((E)-1-acetyl-3-[3-methoxy-4-(4-methyl-1H-imidazol-1-yl)benzylidene]pyrrolidin-2-one), C([O-])([O-])=O.[K+].[K+] (potassium carbonate). Run in C(C)(=O)OCC (ethyl acetate), O (water). Product: COC=1C=C(\C=C/2\C(NCC2)=O)C=CC1N1C=NC(=C1)C ((E)-3-[3-methoxy-4-(4-methyl-1H-imidazol-1-yl)benzylidene]pyrrolidin-2-one). Yield: 72.0%. RXN SMILES: C(O)C.CO.C([N:9]1[CH2:13][CH2:12]/[C:11](=[CH:14]\[C:15]2[CH:20]=[CH:19][C:18]([N:21]3[CH:25]=[C:24]([CH3:26])[N:23]=[CH:22]3)=[C:17]([O:27][CH3:28])[CH:16]=2)/[C:10]1=[O:29])(=O)C.C(=O)([O-])[O-].[K+].[K+]>C(OCC)(=O)C.O>[CH3:28][O:27][C:17]1[CH:16]=[C:15]([CH:20]=[CH:19][C:18]=1[N:21]1[CH:25]=[C:24]([CH3:26])[N:23]=[CH:22]1)/[CH:14]=[C:11]1/[C:10](=[O:29])[NH:9][CH2:13][CH2:12]/1 |f:3.4.5|. Procedure: A mixed solution of ethanol (100 mL) and methanol (100 mL) of (E)-1-acetyl-3-[3-methoxy-4-(4-methyl-1H-imidazol-1-yl)benzylidene]pyrrolidin-2-one (7.5 g) and potassium carbonate (1.6 g) was agitated at room temperature for 2 hours. After condensing reaction solution to ⅓, added to iced water and ethyl acetate and deposited solids were separated by filtration to obtain 4.7 g of the title compound. Furthermore, the filtrate was extracted with ethyl acetate and the organic layer was dried over anhy... Starting materials: ICCC1CCN(CC1)C1=C(C=C(C(=C1)OC)[N+](=O)[O-])C (4-(2-iodoethyl)-1-[2-methyl-5-(methyloxy)-4-nitrophenyl]piperidine), C[S-].[Na+] (sodium thiomethoxide). The solvent is CCOC(=O)C (EtOAc), CN(C)C=O (DMF). Conditions: temperature 50 celsius, time 8 hour. Yields the product CC1=C(C=C(C(=C1)[N+](=O)[O-])OC)N1CCC(CC1)CCSC (1-[2-methyl-5-(methyloxy)-4-nitrophenyl]-4-[2-(methylthio)ethyl]piperidine). Isolated yield 103.3%. As a reaction SMILES: I[CH2:2][CH2:3][CH:4]1[CH2:9][CH2:8][N:7]([C:10]2[CH:15]=[C:14]([O:16][CH3:17])[C:13]([N+:18]([O-:20])=[O:19])=[CH:12][C:11]=2[CH3:21])[CH2:6][CH2:5]1.[CH3:22][S-:23].[Na+]>CN(C=O)C.CCOC(C)=O>[CH3:21][C:11]1[CH:12]=[C:13]([N+:18]([O-:20])=[O:19])[C:14]([O:16][CH3:17])=[CH:15][C:10]=1[N:7]1[CH2:8][CH2:9][CH:4]([CH2:3][CH2:2][S:23][CH3:22])[CH2:5][CH2:6]1 |f:1.2|. Reported procedure: To 4-(2-iodoethyl)-1-[2-methyl-5-(methyloxy)-4-nitrophenyl]piperidine (40.6 g, 100 mmol) was added sodium thiomethoxide (7.75 g, 111 mmol) and diluted with DMF (201 mL). The reaction was stirred at 50° C. overnight. The solution was diluted with EtOAc and washed with H2O. The organic layer was dried (MgSO4), filtered, and rotovapped down to provide the title compound of step H (33.5 g) which was used without further purification. 1H NMR (400 MHz, DMSO-d6) δ 7.72 (s, 1H), 6.64 (s, 1H), 3.86 (s, 3... The reactants are F[B-](F)(F)F, C1CCC(NC2CCCCC2)CC1, CCN(C(C)C)C(C)C, COc1ccc2c(c1)c(CC(=O)O)c(C)n2C(=O)c1ccc(Cl)cc1, ClCCl, CN(C)C(On1nnc2ccccc21)=[N+](C)C. Yields the product COc1ccc2c(c1)c(CC(=O)N(C1CCCCC1)C1CCCCC1)c(C)n2C(=O)c1ccc(Cl)cc1. RXN SMILES: [B-:26]([F:27])([F:28])([F:29])[F:30].[CH:48]1([NH:54][CH:55]2[CH2:56][CH2:57][CH2:58][CH2:59][CH2:60]2)[CH2:49][CH2:50][CH2:51][CH2:52][CH2:53]1.[CH:61]([N:62]([CH:63]([CH3:64])[CH3:65])[CH2:66][CH3:67])([CH3:68])[CH3:69].[Cl:1][c:2]1[cH:3][cH:4][c:5]([C:6](=[O:7])[n:8]2[c:9]([CH3:23])[c:10]([CH2:19][C:20](=[O:21])[OH:22])[c:11]3[cH:12][c:13]([O:17][CH3:18])[cH:14][cH:15][c:16]23)[cH:24][cH:25]1.[Cl:70][CH2:71][Cl:72].[n:31]1([O:32][C:33]([N:34]([CH3:35])[CH3:36])=[N+:37]([CH3:38])[CH3:39])[c:40]2[cH:41][cH:42][cH:43][cH:44][c:45]2[n:46][n:47]1>>[Cl:1][c:2]1[cH:3][cH:4][c:5]([C:6](=[O:7])[n:8]2[c:9]([CH3:23])[c:10]([CH2:19][C:20](=[O:21])[N:54]([CH:48]3[CH2:49][CH2:50][CH2:51][CH2:52][CH2:53]3)[CH:55]3[CH2:56][CH2:57][CH2:58][CH2:59][CH2:60]3)[c:11]3[cH:12][c:13]([O:17][CH3:18])[cH:14][cH:15][c:16]23)[cH:24][cH:25]1. The reactants are FC(C(=O)O)(F)F (Trifluoroacetic acid), C(C)(C)(C)OC(=O)N1CCC(CC1)OCC=1OC2=C(C1)C(=CC=C2OC)Br (4-(4-bromo-7-methoxybenzofuran-2-ylmethoxy)-piperidine-1-carboxylic acid tert-butyl ester). Run in ClCCl (dichloromethane), ClCCl (dichloromethane). Reaction conditions: time 8 hour. The product is BrC1=CC=C(C2=C1C=C(O2)COC2CCNCC2)OC (4-(4-Bromo-7-methoxybenzofuran-2-ylmethoxy)-piperidine). The yield is 97.6%. RXN SMILES: FC(F)(F)C(O)=O.C(OC([N:15]1[CH2:20][CH2:19][CH:18]([O:21][CH2:22][C:23]2[O:24][C:25]3[C:31]([O:32][CH3:33])=[CH:30][CH:29]=[C:28]([Br:34])[C:26]=3[CH:27]=2)[CH2:17][CH2:16]1)=O)(C)(C)C>ClCCl>[Br:34][C:28]1[C:26]2[CH:27]=[C:23]([CH2:22][O:21][CH:18]3[CH2:19][CH2:20][NH:15][CH2:16][CH2:17]3)[O:24][C:25]=2[C:31]([O:32][CH3:33])=[CH:30][CH:29]=1. Procedure details: Trifluoroacetic acid (5 ml) was added to a stirred solution of 4-(4-bromo-7-methoxybenzofuran-2-ylmethoxy)-piperidine-1-carboxylic acid tert-butyl ester (1.3 g) in dichloromethane (50 ml). After stirring at room temperate overnight the reaction was diluted with dichloromethane (150 ml) washed with 1M sodium hydroxide (100 ml) and dried over magnesium sulfate. The organic phase was concentrated in vacuo to afford the title compound as a pale yellow gum (0.98 g).